This data is from the Open Reaction Database (ORD), a public repository of structured organic reaction records. The task is: describe an organic reaction: reactants, conditions, products, and yield Starting materials: [N+](=O)([O-])C1=C(NS(=O)(=O)C2=CC=C(C=C2)C)C=CC(=C1)SC#N (2′-Nitro-4′-thiocyano-p-toluenesulfonanilide), [BH4-].[Na+] (sodium borohydride), O (water), CI (methyl iodide). The solvent is CO (methanol). Yields the product [N+](=O)([O-])C1=C(NS(=O)(=O)C2=CC=C(C=C2)C)C=CC(=C1)SC (2′-nitro-4′-methylthio-p-toluenesulfonanilide). Yield: 47.0%. Reaction SMILES: [N+:1]([C:4]1[CH:20]=[C:19]([S:21][C:22]#N)[CH:18]=[CH:17][C:5]=1[NH:6][S:7]([C:10]1[CH:15]=[CH:14][C:13]([CH3:16])=[CH:12][CH:11]=1)(=[O:9])=[O:8])([O-:3])=[O:2].[BH4-].[Na+].CI.O>CO>[N+:1]([C:4]1[CH:20]=[C:19]([S:21][CH3:22])[CH:18]=[CH:17][C:5]=1[NH:6][S:7]([C:10]1[CH:11]=[CH:12][C:13]([CH3:16])=[CH:14][CH:15]=1)(=[O:9])=[O:8])([O-:3])=[O:2] |f:1.2|. Procedure details: To a solution of 2′-Nitro-4′-thiocyano-p-toluenesulfonanilide (5.0 g (14.3 mmol) in methanol (20 ml), sodium borohydride (2.80 g (66.7 mmol)) was added under cooling with ice and with stirring. After 30 minutes' stirring, to the resulting mixture, methyl iodide (3.67 ml (59.0 mmol)) was added dropwise under cooling with ice and the mixture was then stirred at room temperature for 20 hours. Then, water was added to the reaction mixture and the resulting mixture was extracted with ethyl acetate. T... Starting materials: COCCOCOc1ccc(C=CC=CC(=O)N2CCN(CCCOC(c3ccccc3)c3ccccc3)CC2)cc1OC, CO, O, Cc1ccc(S(=O)(=O)O)cc1. Yields the product COc1cc(C=CC=CC(=O)N2CCN(CCCOC(c3ccccc3)c3ccccc3)CC2)ccc1O. As a reaction SMILES: [CH3:1][O:2][c:3]1[cH:4][c:5]([CH:16]=[CH:17][CH:18]=[CH:19][C:20](=[O:21])[N:22]2[CH2:23][CH2:24][N:25]([CH2:28][CH2:29][CH2:30][O:31][CH:32]([c:33]3[cH:34][cH:35][cH:36][cH:37][cH:38]3)[c:39]3[cH:40][cH:41][cH:42][cH:43][cH:44]3)[CH2:26][CH2:27]2)[cH:6][cH:7][c:8]1[O:9][CH2:10][O:11][CH2:12][CH2:13][O:14][CH3:15].[CH3:57][OH:58].[OH2:45].[c:46]1([CH3:47])[cH:48][cH:49][c:50]([S:51]([OH:52])(=[O:53])=[O:54])[cH:55][cH:56]1>>[CH3:1][O:2][c:3]1[cH:4][c:5]([CH:16]=[CH:17][CH:18]=[CH:19][C:20](=[O:21])[N:22]2[CH2:23][CH2:24][N:25]([CH2:28][CH2:29][CH2:30][O:31][CH:32]([c:33]3[cH:34][cH:35][cH:36][cH:37][cH:38]3)[c:39]3[cH:40][cH:41][cH:42][cH:43][cH:44]3)[CH2:26][CH2:27]2)[cH:6][cH:7][c:8]1[OH:9]. Reactants: CN(C)C=O, CCOC(C)=O, COc1cc(C(C)C)c2c(c1OC)S(=O)(=O)NC2=O, CCN(C(C)C)C(C)C, ClCSc1ccccc1. Product: COc1cc(C(C)C)c2c(c1OC)S(=O)(=O)N(CSc1ccccc1)C2=O. As a reaction SMILES: [CH3:38][N:39]([CH3:40])[CH:41]=[O:42].[CH3:43][CH2:44][O:45][C:46](=[O:47])[CH3:48].[CH:10]([CH3:11])([CH3:12])[c:13]1[c:14]2[c:20]([c:21]([O:26][CH3:27])[c:22]([O:24][CH3:25])[cH:23]1)[S:17](=[O:18])(=[O:19])[NH:16][C:15]2=[O:28].[CH:1]([N:2]([CH:3]([CH3:4])[CH3:5])[CH2:6][CH3:7])([CH3:8])[CH3:9].[c:29]1([S:35][CH2:36][Cl:37])[cH:30][cH:31][cH:32][cH:33][cH:34]1>>[CH:10]([CH3:11])([CH3:12])[c:13]1[c:14]2[c:20]([c:21]([O:26][CH3:27])[c:22]([O:24][CH3:25])[cH:23]1)[S:17](=[O:18])(=[O:19])[N:16]([CH2:36][S:35][c:29]1[cH:30][cH:31][cH:32][cH:33][cH:34]1)[C:15]2=[O:28]. The reactants are ClCCl, C[Si](C)(C)Cl, CC(O)(CCS(=O)(=O)c1nnnn1-c1ccccc1)CC1CCCCC1, O, c1c[nH]cn1. Product: CC(CCS(=O)(=O)c1nnnn1-c1ccccc1)(CC1CCCCC1)O[Si](C)(C)C. RXN SMILES: [CH2:38]([Cl:39])[Cl:40].[CH3:32][Si:33]([CH3:34])([CH3:35])[Cl:36].[CH:1]1([CH2:7][C:8]([CH2:9][CH2:10][S:11](=[O:12])(=[O:13])[c:14]2[n:15][n:16][n:17][n:18]2-[c:19]2[cH:20][cH:21][cH:22][cH:23][cH:24]2)([OH:25])[CH3:26])[CH2:2][CH2:3][CH2:4][CH2:5][CH2:6]1.[OH2:37].[nH:27]1[cH:28][cH:29][n:30][cH:31]1>>[CH:1]1([CH2:7][C:8]([CH2:9][CH2:10][S:11](=[O:12])(=[O:13])[c:14]2[n:15][n:16][n:17][n:18]2-[c:19]2[cH:20][cH:21][cH:22][cH:23][cH:24]2)([O:25][Si:33]([CH3:32])([CH3:34])[CH3:35])[CH3:26])[CH2:2][CH2:3][CH2:4][CH2:5][CH2:6]1. Starting materials: CN(C(C)=NC1=C(N=CN1[C@H]1[C@H](OC(C)=O)[C@H](OC(C)=O)[C@H](O1)COC(C)=O)C#N)C (5-[1-(dimethylamino)-ethylideneamino]-1-(2,3,5-tri-O-acetyl-β-D-ribofuranosyl)-imidazole-4-carbonitrile), [H-].[Na+] (sodium hydride), crude product, N (ammonia). The solvent is O1CCOCC1 (dioxane). The product is NC1=C2C(=NC(=C1)N(C)C)N(C=N2)[C@H]2[C@H](O)[C@H](O)[C@H](O2)CO (7-amino-3-β-D-ribofuranosyl-N,N-dimethyl-3H-imidazo[4,5-b]pyridine-5-amine). Reaction SMILES: [CH3:1][N:2]([CH3:31])[C:3](=[N:5][C:6]1[N:10]([C@@H:11]2[O:23][C@H:22]([CH2:24][O:25]C(=O)C)[C@@H:17]([O:18]C(=O)C)[C@H:12]2[O:13]C(=O)C)[CH:9]=[N:8][C:7]=1[C:29]#[N:30])[CH3:4].[H-].[Na+].N>O1CCOCC1>[NH2:30][C:29]1[CH:4]=[C:3]([N:2]([CH3:31])[CH3:1])[N:5]=[C:6]2[N:10]([C@@H:11]3[O:23][C@H:22]([CH2:24][OH:25])[C@@H:17]([OH:18])[C@H:12]3[OH:13])[CH:9]=[N:8][C:7]=12 |f:1.2|. Procedure details: 5-[1-(dimethylamino)-ethylideneamino]-1-(2,3,5-tri-O-acetyl-β-D-ribofuranosyl)-imidazole-4-carbonitrile is reacted with sodium hydride in dioxane as described in Example 10 and the crude product is reacted with methanolic ammonia at room temperature over 18 hours. The mixture is concentrated to dryness and purified by silica gel chromatography to afford 7-amino-3-β-D-ribofuranosyl-N,N-dimethyl-3H-imidazo[4,5-b]pyridine-5-amine. Starting materials: [O-]B[O-], COCCOC, O=Cc1ccc(B(O)O)cc1, CN1CCN(C2CCC(n3nc(I)c4c(N)ncnc43)CC2)CC1, [Na+], [Na+], O=C([O-])[O-], O. The product is CN1CCN(C2CCC(n3nc(-c4ccc(C=O)cc4)c4c(N)ncnc43)CC2)CC1. Reaction SMILES: [BH:42]([O-:43])[O-:44].[CH3:45][O:46][CH2:47][CH2:48][O:49][CH3:50].[CH:25](=[O:26])[c:27]1[cH:28][cH:29][c:30]([B:33]([OH:34])[OH:35])[cH:31][cH:32]1.[I:1][c:2]1[n:3][n:4]([CH:12]2[CH2:13][CH2:14][CH:15]([N:18]3[CH2:19][CH2:20][N:21]([CH3:24])[CH2:22][CH2:23]3)[CH2:16][CH2:17]2)[c:5]2[n:6][cH:7][n:8][c:9]([NH2:11])[c:10]12.[Na+:36].[Na+:37].[O-:38][C:39](=[O:40])[O-:41].[OH2:51]>>[c:2]1(-[c:30]2[cH:29][cH:28][c:27]([CH:25]=[O:26])[cH:32][cH:31]2)[n:3][n:4]([CH:12]2[CH2:13][CH2:14][CH:15]([N:18]3[CH2:19][CH2:20][N:21]([CH3:24])[CH2:22][CH2:23]3)[CH2:16][CH2:17]2)[c:5]2[n:6][cH:7][n:8][c:9]([NH2:11])[c:10]12. Starting materials: [BH4-], CC(=O)c1cc(-c2ccc(S(C)(=O)=O)cc2)c(-c2ccc(F)cc2)s1, CC(=O)O, CO, [Na+]. Yields the product CC(O)c1cc(-c2ccc(S(C)(=O)=O)cc2)c(-c2ccc(F)cc2)s1. RXN SMILES: [BH4-:26].[C:1]([CH3:2])(=[O:3])[c:4]1[cH:5][c:6](-[c:16]2[cH:17][cH:18][c:19]([S:22](=[O:23])(=[O:24])[CH3:25])[cH:20][cH:21]2)[c:7](-[c:9]2[cH:10][cH:11][c:12]([F:15])[cH:13][cH:14]2)[s:8]1.[CH3:28][C:29](=[O:30])[OH:31].[CH3:32][OH:33].[Na+:27]>>[CH:1]([CH3:2])([OH:3])[c:4]1[cH:5][c:6](-[c:16]2[cH:17][cH:18][c:19]([S:22](=[O:23])(=[O:24])[CH3:25])[cH:20][cH:21]2)[c:7](-[c:9]2[cH:10][cH:11][c:12]([F:15])[cH:13][cH:14]2)[s:8]1.